describe an organic reaction: reactants, conditions, products, and yield From a dataset of the Open Reaction Database (ORD), a public repository of structured organic reaction records. Reaction SMILES: [Br:18][c:19]1[cH:20][c:21]([O:26][CH3:27])[c:22]([NH2:25])[n:23][cH:24]1.[N:1]1([S:6](=[O:7])(=[O:8])[c:9]2[cH:10][c:11]([C:12](=[O:13])[OH:14])[cH:15][cH:16][cH:17]2)[CH2:2][CH2:3][CH2:4][CH2:5]1>>[N:1]1([S:6](=[O:7])(=[O:8])[c:9]2[cH:10][c:11]([C:12](=[O:14])[NH:25][c:22]3[c:21]([O:26][CH3:27])[cH:20][c:19]([Br:18])[cH:24][n:23]3)[cH:15][cH:16][cH:17]2)[CH2:2][CH2:3][CH2:4][CH2:5]1. The product is COc1cc(Br)cnc1NC(=O)c1cccc(S(=O)(=O)N2CCCC2)c1. The reactants are COc1cc(Br)cnc1N, O=C(O)c1cccc(S(=O)(=O)N2CCCC2)c1. Reactants: COC(=O)C1(C)CCCc2ccccc21, Cc1ccccc1, N#CC1=C(C#N)C(=O)C(Cl)=C(Cl)C1=O. Product: COC(=O)C1(C)CC=Cc2ccccc21. Reaction SMILES: [CH3:1][C:2]1([C:12](=[O:13])[O:14][CH3:15])[CH2:3][CH2:4][CH2:5][c:6]2[cH:7][cH:8][cH:9][cH:10][c:11]21.[CH3:30][c:31]1[cH:32][cH:33][cH:34][cH:35][cH:36]1.[Cl:16][C:17]1=[C:28]([Cl:29])[C:26](=[O:27])[C:23]([C:24]#[N:25])=[C:20]([C:21]#[N:22])[C:18]1=[O:19]>>[CH3:1][C:2]1([C:12](=[O:13])[O:14][CH3:15])[CH2:3][CH:4]=[CH:5][c:6]2[cH:7][cH:8][cH:9][cH:10][c:11]21. Starting materials: Cl.NO (Hydroxylamine hydrochloride), COCOC1=CC=C(C=C1)C(CCC)=O (1-(4-(methoxymethoxy)-phenyl)butan-1-one), N1=CC=CC=C1 (pyridine). Solvent: C(C)O (ethanol). Yields the product COCOC1=CC=C(C=C1)C(CCC)=NO (1-(4-(Methoxymethoxy)phenyl)butan-1-one oxime). Yield: 77.3%. As a reaction SMILES: Cl.[NH2:2][OH:3].[CH3:4][O:5][CH2:6][O:7][C:8]1[CH:13]=[CH:12][C:11]([C:14](=O)[CH2:15][CH2:16][CH3:17])=[CH:10][CH:9]=1.N1C=CC=CC=1>C(O)C>[CH3:4][O:5][CH2:6][O:7][C:8]1[CH:13]=[CH:12][C:11]([C:14](=[N:2][OH:3])[CH2:15][CH2:16][CH3:17])=[CH:10][CH:9]=1 |f:0.1|. Procedure: Hydroxylamine hydrochloride (2.7 g, 39.4 mmol) was added to a stirred solution of 1-(4-(methoxymethoxy)-phenyl)butan-1-one (4.1 g, 19.7 mmol) and pyridine (94.67 g, 59.1 mmol) in ethanol (30 mL), and the mixture heated to reflux for 1.5 hours then allowed to cool. Most of the ethanol was removed by concentration under reduced pressure, and the residue was partitioned between water and dichloromethane. The layers were separated and the aq phase extracted 2× with dichloromethane. The combined extr... Starting materials: N1=C(C=CC=C1C=O)C=O (2,6-pyridine dicarboxaldehyde), NC1=CC=CC=C1 (aniline), C(=O)O (formic acid). Run in C(C)O (ethanol). Reaction conditions: time 65 hour. Product: C1(=CC=CC=C1)N=C1NC(C=CC1)=NC1=CC=CC=C1 (2,6-bis(phenylimino) pyridine). As a reaction SMILES: [N:1]1[C:6](C=O)=[CH:5][CH:4]=[CH:3][C:2]=1C=O.[NH2:11][C:12]1[CH:17]=[CH:16][CH:15]=[CH:14][CH:13]=1.C(O)=O>C(O)C>[C:12]1([N:11]=[C:6]2[CH2:5][CH:4]=[CH:3][C:2](=[N:11][C:12]3[CH:17]=[CH:16][CH:15]=[CH:14][CH:13]=3)[NH:1]2)[CH:17]=[CH:16][CH:15]=[CH:14][CH:13]=1. Procedure: 2,6-pyridine dicarboxaldehyde (0.3071 g, 2.3 mmol) was added to a solution of aniline (0.5292 g, 5.7 mmol) in absolute ethanol (20 mL) at room temperature. 0.5 mL of formic acid was then added to the above solution. The mixture was stirred at room temperature for 65 hours. The product was filtered, washed with cold ethanol and dried in a vacuum oven (50° C.) overnight. Yield 0.2245 g (34.2%). Starting materials: ClC1=CC=C(C=C1)C(CCN(CCN)C)C1=NC=CC=C1 (N-[3-(4-chlorophenyl)-3-(2-pyridyl)propyl]-N-methyl-1,2-ethanediamine), C(=O)(N1C=NC=C1)N1C=NC=C1 (1,1'-carbonyldiimidazole), N(C(=N)N)C=1SC=C(N1)CSCCN (2-[[(2-guanidino-4-thiazolyl)methyl]thio]ethaneamine). The solvent is C(C)(=O)OCC.CO (ethyl acetate methanol). Yields the product ClC1=CC=C(C=C1)C(CCN(C)CCNC(=O)NCCSCC=1N=C(SC1)NC(=N)N)C1=NC=CC=C1 (N-[2-[N-[3-(4-chlorophenyl)-3-(2-pyridyl)propyl]-N-methylamino]ethyl]-N'-[2-[[(2-guanidino-4-thiazolyl)methyl]thio]ethyl]urea). RXN SMILES: [Cl:1][C:2]1[CH:7]=[CH:6][C:5]([CH:8]([C:16]2[CH:21]=[CH:20][CH:19]=[CH:18][N:17]=2)[CH2:9][CH2:10][N:11]([CH3:15])[CH2:12][CH2:13][NH2:14])=[CH:4][CH:3]=1.[C:22](N1C=CN=C1)(N1C=CN=C1)=[O:23].[NH:34]([C:38]1[S:39][CH:40]=[C:41]([CH2:43][S:44][CH2:45][CH2:46][NH2:47])[N:42]=1)[C:35]([NH2:37])=[NH:36]>C(OCC)(=O)C.CO>[Cl:1][C:2]1[CH:7]=[CH:6][C:5]([CH:8]([C:16]2[CH:21]=[CH:20][CH:19]=[CH:18][N:17]=2)[CH2:9][CH2:10][N:11]([CH2:12][CH2:13][NH:14][C:22]([NH:47][CH2:46][CH2:45][S:44][CH2:43][C:41]2[N:42]=[C:38]([NH:34][C:35]([NH2:37])=[NH:36])[S:39][CH:40]=2)=[O:23])[CH3:15])=[CH:4][CH:3]=1 |f:3.4|. Procedure: Preparation is effected analogously to Example 63, using 0.9 g (2.9 mmol) of N-[3-(4-chlorophenyl)-3-(2-pyridyl)propyl]-N-methyl-1,2-ethanediamine, an equimolar amount of 1,1'-carbonyldiimidazole and 0.75 g (3.2 mmol) of 2-[[(2-guanidino-4-thiazolyl)methyl]thio]ethaneamine as starting materials. Working up by chromatography (eluant: methylene chloride/methanol 95+5) analogously to Example 63 yields the purified title compound in the form of an oil; MS (+FAB method): m/z (rel. int.[%])=561 ([M+H]... RXN SMILES: Cl[C:2]1[N:11]=[C:10]2[C:5]([C:6](=[O:23])[C:7]([C:20]([OH:22])=[O:21])=[CH:8][N:9]2[C:12]2[CH:17]=[CH:16][C:15]([F:18])=[CH:14][C:13]=2[F:19])=[CH:4][C:3]=1[F:24].[NH:25]1[CH2:29][CH2:28][CH:27]([C:30]2[CH:35]=[CH:34][N:33]=[CH:32][CH:31]=2)[CH2:26]1>>[F:19][C:13]1[CH:14]=[C:15]([F:18])[CH:16]=[CH:17][C:12]=1[N:9]1[C:10]2[C:5](=[CH:4][C:3]([F:24])=[C:2]([N:25]3[CH2:29][CH2:28][CH:27]([C:30]4[CH:31]=[CH:32][N:33]=[CH:34][CH:35]=4)[CH2:26]3)[N:11]=2)[C:6](=[O:23])[C:7]([C:20]([OH:22])=[O:21])=[CH:8]1. Yields the product FC1=C(C=CC(=C1)F)N1C=C(C(C2=CC(=C(N=C12)N1CC(CC1)C1=CC=NC=C1)F)=O)C(=O)O (1-(2,4-Difluorophenyl)-6-fluoro-1,4-dihydro-4-oxo-7-[3-(4-pyridinyl)-1-pyrrolidinyl]-1,8-naphthyridine-3-carboxylic acid). Procedure details: Starting from 7-chloro-1-(2,4-difluorophenyl)-6-fluoro-1,4-dihydro-4-oxo-1,8-naphthyridine-3-carboxylic acid (0.51 g, 1.5 mmol) and 4-(3-pyrrolidinyl) pyridine, a procedure analogous to that given in Example 1, provided the title compound (0.39 g, 56%) as an off-white solid, mp 253°-255° C. (dec). Starting materials: ClC1=C(C=C2C(C(=CN(C2=N1)C1=C(C=C(C=C1)F)F)C(=O)O)=O)F (7-chloro-1-(2,4-difluorophenyl)-6-fluoro-1,4-dihydro-4-oxo-1,8-naphthyridine-3-carboxylic acid), N1CC(CC1)C1=CC=NC=C1 (4-(3-pyrrolidinyl) pyridine). Yield: 56.0%.